Task: describe an organic reaction: reactants, conditions, products, and yield. Dataset: the Open Reaction Database (ORD), a public repository of structured organic reaction records The reactants are CN(C1=CC=CC=C1)C=O (N-methylformanilide), C(=C)OCCCC (butyl vinyl ether), ClC(Cl)(Cl)OC(OC(Cl)(Cl)Cl)=O (bis-trichloromethylcarbonate). Solvent: O1CCOCC1 (1,4-dioxane), O1CCOCC1 (1,4-dioxane). Run at time 8 hour. The product is CN(C1=CC=CC=C1)C(=O)C=C (N-methyl-N-phenylaminoacrolein). Isolated yield 70.6%. As a reaction SMILES: [CH3:1][N:2]([CH:9]=[O:10])[C:3]1[CH:8]=[CH:7][CH:6]=[CH:5][CH:4]=1.[CH:11](OCCCC)=[CH2:12].ClC(OC(=O)OC(Cl)(Cl)Cl)(Cl)Cl>O1CCOCC1>[CH3:1][N:2]([C:9]([CH:11]=[CH2:12])=[O:10])[C:3]1[CH:8]=[CH:7][CH:6]=[CH:5][CH:4]=1. Reported procedure: To a solution of N-methylformanilide (30 g), butyl vinyl ether (22.2 g) in 25 ml of 1,4-dioxane under stirring at 10–15° C., a solution of bis-trichloromethylcarbonate (28.3 g) in 50 ml of 1,4-dioxane is added dropwise in 90 min. The reaction mixture is kept under stirring at room temperature overnight, then the solvent is evaporated under reduced pressure. Tert-butyl methyl ether (75 ml) and water (55 ml) are added, the mixture is cooled at about 5–10° C. and the pH is corrected to about 7 by a... Reactants: CCOC(=O)c1nc(C)n2c1CN=C(c1ccccc1F)c1cc(C#N)ccc1-2, CCO, [K+], [NH4+], [OH-], [OH-], O. Product: Cc1ncc2n1-c1ccc(C#N)cc1C(c1ccccc1F)=NC2. Reaction SMILES: [C:1](#[N:2])[c:3]1[cH:4][cH:5][c:6]2[c:7]([cH:29]1)[C:8]([c:22]1[c:23]([F:28])[cH:24][cH:25][cH:26][cH:27]1)=[N:9][CH2:10][c:11]1[n:12]-2[c:13]([CH3:21])[n:14][c:15]1[C:16]([O:17][CH2:18][CH3:19])=[O:20].[CH3:30][CH2:31][OH:32].[K+:34].[NH4+:35].[OH-:33].[OH-:36].[OH2:37]>>[C:1](#[N:2])[c:3]1[cH:4][cH:5][c:6]2[c:7]([cH:29]1)[C:8]([c:22]1[c:23]([F:28])[cH:24][cH:25][cH:26][cH:27]1)=[N:9][CH2:10][c:11]1[n:12]-2[c:13]([CH3:21])[n:14][cH:15]1. Reactants: CCOC(C)=O, CCN(C(C)C)C(C)C, Cc1nc(-c2cccc(F)c2)ncc1C(=O)O, Nn1cc(C(=O)C(F)(F)F)c2ccccc21, CN(C)C=O, O. The product is Cc1nc(-c2cccc(F)c2)ncc1C(=O)Nn1cc(C(=O)C(F)(F)F)c2ccccc21. As a reaction SMILES: [CH3:43][CH2:44][O:45][C:46]([CH3:47])=[O:48].[CH:18]([N:19]([CH2:20][CH3:21])[CH:22]([CH3:23])[CH3:24])([CH3:25])[CH3:26].[F:1][c:2]1[cH:3][c:4](-[c:8]2[n:9][cH:10][c:11]([C:15](=[O:16])[OH:17])[c:12]([CH3:14])[n:13]2)[cH:5][cH:6][cH:7]1.[NH2:27][n:28]1[cH:29][c:30]([C:37]([C:38]([F:39])([F:40])[F:41])=[O:42])[c:31]2[cH:32][cH:33][cH:34][cH:35][c:36]12.[O:49]=[CH:50][N:51]([CH3:52])[CH3:53].[OH2:54]>>[F:1][c:2]1[cH:3][c:4](-[c:8]2[n:9][cH:10][c:11]([C:15](=[O:17])[NH:27][n:28]3[cH:29][c:30]([C:37]([C:38]([F:39])([F:40])[F:41])=[O:42])[c:31]4[cH:32][cH:33][cH:34][cH:35][c:36]34)[c:12]([CH3:14])[n:13]2)[cH:5][cH:6][cH:7]1. The reactants are compound, CN1C(N(C=2C(C1=O)=C(N(C2)CC2=CC=CC1=CC=CC=C21)SC2=NC=CC=C2)CC(C)C)=O (3-methyl-1-(2-methylpropyl)-6-(1-naphthalenylmethyl)-5-[(2-pyridinyl)thio]-1H-pyrrolo[3,4-d]pyrimidine-2,4(3H,6H)-dione), S(=O)(=O)(O[O-])[O-].[K+].[K+] (potassium peroxymonosulphate), OOS(=O)[O-].[K+] (OXONE). Yields the product CN1C(N(C=2C(C1=O)=C(N(C2)CC2=CC=CC1=CC=CC=C21)S(=O)C2=NC=CC=C2)CC(C)C)=O (3-Methyl-1-(2-methylpropyl)-6-(1-naphthalenylmethyl)-5-[(2-pyridinyl)sulphinyl]-1H-pyrrolo[3,4-d]pyrimidine-2,4(3H,6H)-dione). As a reaction SMILES: [CH3:1][N:2]1[C:7](=[O:8])[C:6]2=[C:9]([S:23][C:24]3[CH:29]=[CH:28][CH:27]=[CH:26][N:25]=3)[N:10]([CH2:12][C:13]3[C:22]4[C:17](=[CH:18][CH:19]=[CH:20][CH:21]=4)[CH:16]=[CH:15][CH:14]=3)[CH:11]=[C:5]2[N:4]([CH2:30][CH:31]([CH3:33])[CH3:32])[C:3]1=[O:34].S([O-])(O[O-])(=O)=[O:36].[K+].[K+].OOS([O-])=O.[K+]>>[CH3:1][N:2]1[C:7](=[O:8])[C:6]2=[C:9]([S:23]([C:24]3[CH:29]=[CH:28][CH:27]=[CH:26][N:25]=3)=[O:36])[N:10]([CH2:12][C:13]3[C:22]4[C:17](=[CH:18][CH:19]=[CH:20][CH:21]=4)[CH:16]=[CH:15][CH:14]=3)[CH:11]=[C:5]2[N:4]([CH2:30][CH:31]([CH3:32])[CH3:33])[C:3]1=[O:34] |f:1.2.3,4.5|. Procedure: Prepared from the compound of Example 20, 3-methyl-1-(2-methylpropyl)-6-(1-naphthalenylmethyl)-5-[(2-pyridinyl)thio]-1H-pyrrolo[3,4-d]pyrimidine-2,4(3H,6H)-dione and potassium peroxymonosulphate (commercially sold under the trade mark “OXONE”) following the method of Example 8 c). Starting materials: C(C)(C)(C)ON=C(C1=C(C=CC(=C1)C#C[Si](C)(C)C)O)C1=NC=CC=C1O (2-[2-hydroxy-5-(2-trimethylsilylethynyl)benzoyl]-3-hydroxypyridine O-t-butyl oxime), C([O-])([O-])=O.[K+].[K+] (potassium carbonate). The solvent is CO (methanol). Yields the product C(C)(C)(C)O\N=C(\C1=C(C=CC(=C1)C#C)O)/C1=NC=CC=C1O ((Z)-2-(5-ethynyl-2-hydroxybenzoyl)-3-hydroxypyridine O-t-butyloxime). The yield is 37.0%. RXN SMILES: [C:1]([O:5][N:6]=[C:7]([C:21]1[C:26]([OH:27])=[CH:25][CH:24]=[CH:23][N:22]=1)[C:8]1[CH:13]=[C:12]([C:14]#[C:15][Si](C)(C)C)[CH:11]=[CH:10][C:9]=1[OH:20])([CH3:4])([CH3:3])[CH3:2].C(=O)([O-])[O-].[K+].[K+]>CO>[C:1]([O:5]/[N:6]=[C:7](\[C:21]1[C:26]([OH:27])=[CH:25][CH:24]=[CH:23][N:22]=1)/[C:8]1[CH:13]=[C:12]([C:14]#[CH:15])[CH:11]=[CH:10][C:9]=1[OH:20])([CH3:4])([CH3:2])[CH3:3] |f:1.2.3|. Reported procedure: In methanol (50 ml) was dissolved 2-[2-hydroxy-5-(2-trimethylsilylethynyl)benzoyl]-3-hydroxypyridine O-t-butyl oxime (0.70 g). To the solution was added potassium carbonate (0.1 g) at room temperature, followed by heating for 3 hours under reflux. The reaction mixture was cooled by aeration, then the solvent was distilled off. To the residue were added chloroform and water for extraction. The organic layer was dried (anhydrous magnesium sulfate), then the solvent was distilled off under reduced ... Reactants: Cl[C@]1([C@]([C@](C(O)(O1)C(C)=O)(O)C(C)=O)(O)C(C)=O)CO (chlorotriacetylribofuranose), acetyl, N1=CN=C2N=CNC2=C1 (purine), N1=CN=C2N=CNC2=C1 (purine), CO.N (methanol ammonia). The solvent is C(Cl)(Cl)Cl (chloroform). The product is C=1C2=C(N=CN1)N(C=N2)[C@H]3[C@@H]([C@@H]([C@H](O3)CO)O)O (nebularine), crude product. RXN SMILES: [N:1]1[CH:9]=[C:8]2[C:4]([N:5]=[CH:6][NH:7]2)=[N:3][CH:2]=1.Cl[C@:11]1(CO)[O:16][C:14]([C:17](=[O:19])C)(O)[C@:13](C(=O)C)([OH:20])[C@:12]1(C(=O)C)[OH:24].CO.N>C(Cl)(Cl)Cl>[CH:9]1[C:8]2[N:7]=[CH:6][N:5]([C@@H:11]3[O:16][C@H:14]([CH2:17][OH:19])[C@@H:13]([OH:20])[C@H:12]3[OH:24])[C:4]=2[N:3]=[CH:2][N:1]=1 |f:2.3|. Reported procedure: Nebularine was prepared by the use of the thallous salt of purine in the procedure of Brown et al., J. Biol. Chem. 204, 1019 (1953), in place of the chloromercuri salt used therein. The thallous salt of purine is condensed with chlorotriacetylribofuranose and the resulting acetyl derivative hydrolyzed to the product with methanol-ammonia. Other experimental conditions were identical. Crystalline nebularine was obtained after chromatography of the crude product on silica-gel with chloroform.